From a dataset of the Open Reaction Database (ORD), a public repository of structured organic reaction records. describe an organic reaction: reactants, conditions, products, and yield Reactants: N#Cc1ccc(Nc2cncnc2)cc1, O=[N+]([O-])c1ccc(F)cc1. The product is N#Cc1ccc(N(c2ccc([N+](=O)[O-])cc2)c2cncnc2)cc1. Reaction SMILES: [C:1](#[N:2])[c:3]1[cH:4][cH:5][c:6]([NH:9][c:10]2[cH:11][n:12][cH:13][n:14][cH:15]2)[cH:7][cH:8]1.[F:16][c:17]1[cH:18][cH:19][c:20]([N+:23](=[O:24])[O-:25])[cH:21][cH:22]1>>[C:1](#[N:2])[c:3]1[cH:4][cH:5][c:6]([N:9]([c:10]2[cH:11][n:12][cH:13][n:14][cH:15]2)[c:17]2[cH:18][cH:19][c:20]([N+:23](=[O:24])[O-:25])[cH:21][cH:22]2)[cH:7][cH:8]1.